This data is from the Open Reaction Database (ORD), a public repository of structured organic reaction records. The task is: describe an organic reaction: reactants, conditions, products, and yield The reactants are CCN(C(C)C)C(C)C, O=c1c(-n2ccnc2)c[nH]n1-c1cc(Cl)ncn1, Cl, Cl, FC1(F)CNC1, C1CCOC1. Product: O=c1c(-n2ccnc2)c[nH]n1-c1cc(N2CC(F)(F)C2)ncn1. RXN SMILES: [CH2:27]([N:28]([CH:29]([CH3:30])[CH3:31])[CH:32]([CH3:33])[CH3:34])[CH3:35].[Cl:2][c:3]1[cH:4][c:5](-[n:9]2[nH:10][cH:11][c:12](-[n:15]3[cH:16][n:17][cH:18][cH:19]3)[c:13]2=[O:14])[n:6][cH:7][n:8]1.[ClH:1].[ClH:20].[F:21][C:22]1([F:26])[CH2:23][NH:24][CH2:25]1.[O:36]1[CH2:37][CH2:38][CH2:39][CH2:40]1>>[c:3]1([N:24]2[CH2:23][C:22]([F:21])([F:26])[CH2:25]2)[cH:4][c:5](-[n:9]2[nH:10][cH:11][c:12](-[n:15]3[cH:16][n:17][cH:18][cH:19]3)[c:13]2=[O:14])[n:6][cH:7][n:8]1. Starting materials: BrC1=CC=CC2=C1C(N1[C@H](C=3N2C=NC3C(N)=NO)CC1)=O ((S)-8-bromo-9-oxo-12,12a-dihydro-9H,11H-azeto[2,1-c]imidazo[1,5-a][1,4]-benzodiazepine-1-carboxamidoxime), ClCC(=O)OC(CCl)=O (chloroacetic anhydride). Run in CN(C=O)C (N,N-dimethylformamide). The product is BrC1=CC=CC2=C1C(N1[C@H](C=3N2C=NC3C3=NOC(=N3)CCl)CC1)=O ((S)-8-bromo-1-(5-chloromethyl-1,2,4-oxadiazol-3-yl)-12,12a-dihydro-9H,11H-azeto[2,1-c]imidazo[1,5-a][1,4]benzodiazepin-9-one). The yield is 65.3%. RXN SMILES: [Br:1][C:2]1[C:7]2[C:8](=[O:22])[N:9]3[CH2:21][CH2:20][C@H:10]3[C:11]3[N:12]([CH:13]=[N:14][C:15]=3[C:16](=[N:18][OH:19])[NH2:17])[C:6]=2[CH:5]=[CH:4][CH:3]=1.[Cl:23][CH2:24][C:25](OC(=O)CCl)=O>CN(C)C=O>[Br:1][C:2]1[C:7]2[C:8](=[O:22])[N:9]3[CH2:21][CH2:20][C@H:10]3[C:11]3[N:12]([CH:13]=[N:14][C:15]=3[C:16]3[N:17]=[C:25]([CH2:24][Cl:23])[O:19][N:18]=3)[C:6]=2[CH:5]=[CH:4][CH:3]=1. Procedure: 7 g (19.3 mmol) of (S)-8-bromo-9-oxo-12,12a-dihydro-9H,11H-azeto[2,1-c]imidazo[1,5-a][1,4]-benzodiazepine-1-carboxamidoxime were stirred with 3.8 g (22.2 mmol) of chloroacetic anhydride in 50 ml of N,N-dimethylformamide at room temperature for 1 hour and at 105° for 2 hours. After evaporating the reaction mixture the residue was dissolved in methylene chloride and the solution was washed with saturated sodium bicarbonate solution. The organic phase was dried over magnesium sulfate and concentrat... The reactants are CC1(CCOCC1)C1=CC=C(C=C1)S(=O)(=O)Cl (4-(4-methyl-tetrahydro-pyran-4-yl)-benzenesulfonyl chloride), NC1=C(C=C(C=C1)Cl)C(=O)C1=NC=CC=C1 ((2-amino-5-chloro-phenyl)-pyridin-2-yl-methanone), N-aryl-benzenesulfonamides. The product is ClC1=CC(=C(C=C1)NS(=O)(=O)C1=CC=C(C=C1)C1(CCOCC1)C)C(=O)C1=NC=CC=C1 (N-[4-Chloro-2-(pyridine-2-carbonyl)-phenyl]-4-(4-methyl-tetrahydro-pyran-4-yl)-benzenesulfonamide). RXN SMILES: [CH3:1][C:2]1([C:8]2[CH:13]=[CH:12][C:11]([S:14](Cl)(=[O:16])=[O:15])=[CH:10][CH:9]=2)[CH2:7][CH2:6][O:5][CH2:4][CH2:3]1.[NH2:18][C:19]1[CH:24]=[CH:23][C:22]([Cl:25])=[CH:21][C:20]=1[C:26]([C:28]1[CH:33]=[CH:32][CH:31]=[CH:30][N:29]=1)=[O:27]>>[Cl:25][C:22]1[CH:23]=[CH:24][C:19]([NH:18][S:14]([C:11]2[CH:12]=[CH:13][C:8]([C:2]3([CH3:1])[CH2:7][CH2:6][O:5][CH2:4][CH2:3]3)=[CH:9][CH:10]=2)(=[O:16])=[O:15])=[C:20]([C:26]([C:28]2[CH:33]=[CH:32][CH:31]=[CH:30][N:29]=2)=[O:27])[CH:21]=1. Procedure: The title compound was prepared by the reacting 4-(4-methyl-tetrahydro-pyran-4-yl)-benzenesulfonyl chloride with (2-amino-5-chloro-phenyl)-pyridin-2-yl-methanone according to the general procedure described for the preparation of (N-aryl-benzenesulfonamides. MS: m/z 471 (M++1). Starting materials: CO, CC(=O)O, ClC(Cl)Cl, O=C(NCCCl)N(CCO)CCO, O=N[O-], [Na+]. The product is O=NN(CCCl)C(=O)N(CCO)CCO. RXN SMILES: [CH3:18][OH:19].[CH3:24][C:25](=[O:26])[OH:27].[CH:20]([Cl:21])([Cl:22])[Cl:23].[Cl:1][CH2:2][CH2:3][NH:4][C:5](=[O:6])[N:7]([CH2:8][CH2:9][OH:10])[CH2:11][CH2:12][OH:13].[N:14](=[O:15])[O-:16].[Na+:17]>>[Cl:1][CH2:2][CH2:3][N:4]([C:5](=[O:6])[N:7]([CH2:8][CH2:9][OH:10])[CH2:11][CH2:12][OH:13])[N:14]=[O:15].